Dataset: the Open Reaction Database (ORD), a public repository of structured organic reaction records. Task: describe an organic reaction: reactants, conditions, products, and yield Starting materials: Cc1cc(=O)c(OCc2ccccc2)c(C(=O)NCC2CCCCC2)n1C1CC1, CCO, CO, [H][H]. The product is Cc1cc(=O)c(O)c(C(=O)NCC2CCCCC2)n1C1CC1. Reaction SMILES: [CH2:1]([c:2]1[cH:3][cH:4][cH:5][cH:6][cH:7]1)[O:8][c:9]1[c:10]([C:20](=[O:21])[NH:22][CH2:23][CH:24]2[CH2:25][CH2:26][CH2:27][CH2:28][CH2:29]2)[n:11]([CH:17]2[CH2:18][CH2:19]2)[c:12]([CH3:16])[cH:13][c:14]1=[O:15].[CH3:32][CH2:33][OH:34].[CH3:35][OH:36].[H:30][H:31]>>[OH:8][c:9]1[c:10]([C:20](=[O:21])[NH:22][CH2:23][CH:24]2[CH2:25][CH2:26][CH2:27][CH2:28][CH2:29]2)[n:11]([CH:17]2[CH2:18][CH2:19]2)[c:12]([CH3:16])[cH:13][c:14]1=[O:15]. Starting materials: CC1=CC=NO1 (5-methylisoxazole), O1CCCC1 (tetrahydrofuran), C(C)(C)(C)O (t-butanol), Cl(=O)(=O)(=O)O (perchloric acid). Run in CCOCC (ether). Product: Cl(=O)(=O)(=O)[O-].C(C)(C)(C)[N+]=1OC(=CC1)C (2-t-Butyl-5-methylisoxazolium perchlorate). RXN SMILES: [CH3:1][C:2]1[O:6][N:5]=[CH:4][CH:3]=1.[C:7](O)([CH3:10])([CH3:9])[CH3:8].[Cl:12]([OH:16])(=[O:15])(=[O:14])=[O:13].O1CCCC1>CCOCC>[Cl:12]([O-:16])(=[O:15])(=[O:14])=[O:13].[C:7]([N+:5]1[O:6][C:2]([CH3:1])=[CH:3][CH:4]=1)([CH3:10])([CH3:9])[CH3:8] |f:5.6|. Procedure: 1 kg. of 5-methylisoxazole and 892 g. of t-butanol were stirred under nitrogen at 0° C. and 6.37 kg. of 60% perchloric acid were slowly added over a 2 1/2 hour period with vigorous stirring at 0°-5° C. The resulting suspension was allowed to warm to room temperature and stirred overnight. The reaction mixture was then slowly added to a mixture of 20 l. of tetrahydrofuran and 10 l. of ether at 0°-10° C. over a 2 hr. period with stirring. The mixture was then cooled to -5° C. and stirred for an ad... Reactants: CC(C)(C)c1cc(C(=S)S)cc(C(C)(C)C)c1O, C=C(C)C, Cc1ccccc1. The product is CC(C)(C)SC(=S)c1cc(C(C)(C)C)c(O)c(C(C)(C)C)c1. Reaction SMILES: [C:1]([CH3:2])([CH3:3])([CH3:4])[c:5]1[cH:6][c:7]([C:8](=[S:9])[SH:10])[cH:11][c:12]([C:15]([CH3:16])([CH3:17])[CH3:18])[c:13]1[OH:14].[CH3:19][C:20]([CH3:21])=[CH2:22].[CH3:23][c:24]1[cH:25][cH:26][cH:27][cH:28][cH:29]1>>[C:1]([CH3:2])([CH3:3])([CH3:4])[c:5]1[cH:6][c:7]([C:8](=[S:9])[S:10][C:20]([CH3:19])([CH3:21])[CH3:22])[cH:11][c:12]([C:15]([CH3:16])([CH3:17])[CH3:18])[c:13]1[OH:14]. Starting materials: CO, CCC(c1ccc(C(F)(F)F)cc1CN(Cc1cc(C(F)(F)F)cc(C(F)(F)F)c1)c1nnn(C)n1)N1CCC(F)(C(=O)OC)CC1, [Na+], [OH-], O. Product: CCC(c1ccc(C(F)(F)F)cc1CN(Cc1cc(C(F)(F)F)cc(C(F)(F)F)c1)c1nnn(C)n1)N1CCC(F)(C(=O)O)CC1. As a reaction SMILES: [CH3:50][OH:51].[F:1][C:2]([c:3]1[cH:4][c:5]([CH2:6][N:7]([c:8]2[n:9][n:10][n:11]([CH3:13])[n:12]2)[CH2:14][c:15]2[c:16]([CH:25]([CH2:26][CH3:27])[N:28]3[CH2:29][CH2:30][C:31]([C:34](=[O:35])[O:36][CH3:37])([F:38])[CH2:32][CH2:33]3)[cH:17][cH:18][c:19]([C:21]([F:22])([F:23])[F:24])[cH:20]2)[cH:39][c:40]([C:42]([F:43])([F:44])[F:45])[cH:41]1)([F:46])[F:47].[Na+:49].[OH-:48].[OH2:52]>>[F:1][C:2]([c:3]1[cH:4][c:5]([CH2:6][N:7]([c:8]2[n:9][n:10][n:11]([CH3:13])[n:12]2)[CH2:14][c:15]2[c:16]([CH:25]([CH2:26][CH3:27])[N:28]3[CH2:29][CH2:30][C:31]([C:34](=[O:35])[OH:36])([F:38])[CH2:32][CH2:33]3)[cH:17][cH:18][c:19]([C:21]([F:22])([F:23])[F:24])[cH:20]2)[cH:39][c:40]([C:42]([F:43])([F:44])[F:45])[cH:41]1)([F:46])[F:47]. Reactants: C(C)(=O)OCC (Ethyl acetate), C([O-])([O-])=O.[K+].[K+] (potassium carbonate), CNC1=NC(=NC=C1C=O)SC (4-Methylamino-2-methylsulfanyl-pyrimidine-5-carboxaldehyde), ClC1=C(C(=CC=C1)Cl)CC#N (2,6-dichlorophenylacetonitrile), CN(C=O)C (dimethylformamide). Run in Petroleum ether, C(Cl)Cl (methylene chloride). Conditions: temperature 125 celsius, time 6 hour. Yields the product ClC1=C(C(=CC=C1)Cl)C1=CC2=C(N=C(N=C2)SC)N(C1=N)C (6-(2,6-dichlorophenyl)-8-methyl-2-methylsulfanyl-8H-pyrido[2,3-d]pyrimidin-7-ylideneamine). Isolated yield 40.0%. Reaction SMILES: C(=O)([O-])[O-].[K+].[K+].[CH3:7][NH:8][C:9]1[C:14]([CH:15]=O)=[CH:13][N:12]=[C:11]([S:17][CH3:18])[N:10]=1.[Cl:19][C:20]1[CH:25]=[CH:24][CH:23]=[C:22]([Cl:26])[C:21]=1CC#N.C(O[CH2:34][CH3:35])(=O)C.C[N:37](C)C=O>C(Cl)Cl>[Cl:19][C:20]1[CH:25]=[CH:24][CH:23]=[C:22]([Cl:26])[C:21]=1[C:35]1[C:34](=[NH:37])[N:8]([CH3:7])[C:9]2[N:10]=[C:11]([S:17][CH3:18])[N:12]=[CH:13][C:14]=2[CH:15]=1 |f:0.1.2|. Reported procedure: Powdered potassium carbonate (0.8 g; 5.8 mmol) was added to a solution of 0.220 g (1.2 mmol) of the aldehyde from Example 18 and 0.235 g (1.26 mmol) (ca. 5% excess) of 2,6-dichlorophenylacetonitrile in 2.0 mL of dimethylformamide. The mixture was heated with stirring at 125° C. for 6 hours. Ethyl acetate (5 mL) was added to the cooled mixture, and the solids were filtered and washed with ethyl acetate. The filtrate was concentrated under reduced pressure. The residual gum was triturated with 10 ... Reaction conditions: time 10 minute. Procedure: Ethylmagnesium bromide (7.7 mmol, 3 M in ethyl ether) was added to a solution of quinoline-6-carbonitrile (0-4) (540 mg, 3.5 mmol) and Ti(Oi-Pr)4 (3.9 mmol, 1.16 mL) in Et2O (15 mL) at −70° C. The resulting yellow solution was stirred for 10 mins, warmed to room temperature over 1.5 h, and then was treated with BF3.OEt2 (7 mmol, 0.88 mL). The resulting mixture was stirred for 1 h. Then 1N aqueous HCl (11 mL) and ethyl ether (40 mL) were added, followed by NaOH (10% aq, 30 mL). The mixture was ex... Yields the product N1=CC=CC2=CC(=CC=C12)C1(CC1)N (1-(Quinolin-6-yl)cyclopropanamine). As a reaction SMILES: [CH2:1]([Mg]Br)[CH3:2].[N:5]1[C:14]2[C:9](=[CH:10][C:11]([C:15]#[N:16])=[CH:12][CH:13]=2)[CH:8]=[CH:7][CH:6]=1.B(F)(F)F.CCOCC.Cl.[OH-].[Na+]>CCOCC>[N:5]1[C:14]2[C:9](=[CH:10][C:11]([C:15]3([NH2:16])[CH2:2][CH2:1]3)=[CH:12][CH:13]=2)[CH:8]=[CH:7][CH:6]=1 |f:2.3,5.6|. The reactants are [OH-].[Na+] (NaOH), B(F)(F)F.CCOCC (BF3.OEt2), Cl (HCl), C(C)[Mg]Br (Ethylmagnesium bromide), N1=CC=CC2=CC(=CC=C12)C#N (quinoline-6-carbonitrile), Ti(Oi-Pr)4. Solvent: C(C)OCC (ethyl ether), CCOCC (Et2O). Starting materials: [Li]CCCC, C1CCOC1, CN1CCCN(C)C1=O, COc1cccc2c1CCCC2=NN(C)C, COC(CBr)OC, CCCCCC, O. The product is COc1cccc2c1CCC(CC(OC)OC)C2=NN(C)C. Reaction SMILES: [CH2:26]([Li:27])[CH2:28][CH2:29][CH3:30].[CH2:38]1[O:39][CH2:40][CH2:41][CH2:42]1.[CH3:17][N:18]1[CH2:19][CH2:20][CH2:21][N:22]([CH3:23])[C:24]1=[O:25].[CH3:1][N:2]([N:3]=[C:4]1[CH2:5][CH2:6][CH2:7][c:8]2[c:9]([O:14][CH3:15])[cH:10][cH:11][cH:12][c:13]21)[CH3:16].[CH3:31][O:32][CH:33]([CH2:34][Br:35])[O:36][CH3:37].[CH3:43][CH2:44][CH2:45][CH2:46][CH2:47][CH3:48].[OH2:49]>>[CH3:1][N:2]([N:3]=[C:4]1[CH:5]([CH2:34][CH:33]([O:32][CH3:31])[O:36][CH3:37])[CH2:6][CH2:7][c:8]2[c:9]([O:14][CH3:15])[cH:10][cH:11][cH:12][c:13]21)[CH3:16]. Reactants: ClC1=C(CN2C(C3=CC=C(C=C3C2=O)C(=O)O)=O)C=CC=C1 (2-(2-chloro-benzyl)-1,3-dioxo-2,3-dihydro-1H-isoindol-5-carboxylic acid), N1(CCCC1)CCCN (3-pyrrolidin-1-yl-propylamine). Product: [Cl-].ClC1=C(CN2C(C3=CC=C(C=C3C2=O)C(=O)NCCC[NH+]2CCCC2)=O)C=CC=C1 (1-(3-{[2-(2-chloro-benzyl)-1,3-dioxo-2,3-dihydro-1H-isoindol-5-carbonyl]-amino}-propyl)-pyrrolidinium chloride). RXN SMILES: [Cl:1][C:2]1[CH:22]=[CH:21][CH:20]=[CH:19][C:3]=1[CH2:4][N:5]1[C:13](=[O:14])[C:12]2[C:7](=[CH:8][CH:9]=[C:10]([C:15]([OH:17])=O)[CH:11]=2)[C:6]1=[O:18].[N:23]1([CH2:28][CH2:29][CH2:30][NH2:31])[CH2:27][CH2:26][CH2:25][CH2:24]1>>[Cl-:1].[Cl:1][C:2]1[CH:22]=[CH:21][CH:20]=[CH:19][C:3]=1[CH2:4][N:5]1[C:13](=[O:14])[C:12]2[C:7](=[CH:8][CH:9]=[C:10]([C:15]([NH:31][CH2:30][CH2:29][CH2:28][NH+:23]3[CH2:27][CH2:26][CH2:25][CH2:24]3)=[O:17])[CH:11]=2)[C:6]1=[O:18] |f:2.3|. Procedure: 2-(2-chloro-benzyl)-1,3-dioxo-2,3-dihydro-1H-isoindol-5-carboxylic acid (100 mg, 0.316 mmol) and 3-pyrrolidin-1-yl-propylamine (100 μL, 0.792 mmol) were reacted with each other. Target compound in the amount of 85 mg (58%) was obtained by following the procedure described in Example 1. RXN SMILES: [CH3:1][O:2][C:3]([CH2:4][C:5]1([CH2:21][CH3:22])[O:6][CH2:7][C:8](=[O:20])[c:9]2[c:10]1[nH:11][c:12]1[c:13]([CH2:18][CH3:19])[cH:14][cH:15][cH:16][c:17]21)=[O:23].[CH3:30][OH:31].[K+:24].[K+:25].[O-:26][C:27]([O-:28])=[O:29].[OH2:32]>>[O:2]=[C:3]([CH2:4][C:5]1([CH2:21][CH3:22])[O:6][CH2:7][C:8](=[O:20])[c:9]2[c:10]1[nH:11][c:12]1[c:13]([CH2:18][CH3:19])[cH:14][cH:15][cH:16][c:17]21)[OH:23]. Reactants: CCc1cccc2c3c([nH]c12)C(CC)(CC(=O)OC)OCC3=O, CO, [K+], [K+], O=C([O-])[O-], O. Product: CCc1cccc2c3c([nH]c12)C(CC)(CC(=O)O)OCC3=O. Procedure details: 5-(4-Acetoxyphenyl)-3-benzyl-2-bis(benzylsulfonyl)aminopyrazine (c-20) (435 mg, 694 μmol) was dissolved in methanol (8 mL) and to this was added 10% (w/v) aqueous solution of sodium hydroxide (1.9 mL) while stirring at room temperature, and stirred at 65° C. for 9.5 h. After cooling to room temperature, to this was added 2 M hydrochloric acid to stop the reaction and extracted twice with ethyl acetate. The organic layer was washed with saturated brine and then dried over anhydrous sodium sulfate... Product: C(C1=CC=CC=C1)C=1C(=NC=C(N1)C1=CC=C(C=C1)O)NS(=O)(=O)CC1=CC=CC=C1 (3-benzyl-2-benzylsulfonylamino-5-(4-hydroxyphenyl)pyrazine). Isolated yield 95.5%. Solvent: CO (methanol). As a reaction SMILES: C([O:4][C:5]1[CH:10]=[CH:9][C:8]([C:11]2[N:12]=[C:13]([CH2:38][C:39]3[CH:44]=[CH:43][CH:42]=[CH:41][CH:40]=3)[C:14]([N:17](S(CC3C=CC=CC=3)(=O)=O)[S:18]([CH2:21][C:22]3[CH:27]=[CH:26][CH:25]=[CH:24][CH:23]=3)(=[O:20])=[O:19])=[N:15][CH:16]=2)=[CH:7][CH:6]=1)(=O)C.[OH-].[Na+].Cl>CO>[CH2:38]([C:13]1[C:14]([NH:17][S:18]([CH2:21][C:22]2[CH:27]=[CH:26][CH:25]=[CH:24][CH:23]=2)(=[O:20])=[O:19])=[N:15][CH:16]=[C:11]([C:8]2[CH:9]=[CH:10][C:5]([OH:4])=[CH:6][CH:7]=2)[N:12]=1)[C:39]1[CH:40]=[CH:41][CH:42]=[CH:43][CH:44]=1 |f:1.2|. The reactants are [OH-].[Na+] (sodium hydroxide), C(C)(=O)OC1=CC=C(C=C1)C=1N=C(C(=NC1)N(S(=O)(=O)CC1=CC=CC=C1)S(=O)(=O)CC1=CC=CC=C1)CC1=CC=CC=C1 (5-(4-Acetoxyphenyl)-3-benzyl-2-bis(benzylsulfonyl)aminopyrazine), Cl (hydrochloric acid).